This data is from the Open Reaction Database (ORD), a public repository of structured organic reaction records. The task is: describe an organic reaction: reactants, conditions, products, and yield Reactants: CC1=C(N=C(O1)C1=CC=CC=C1)COC1=CC=C(C=C1)CO ([4-[(5-methyl-2-phenyl-4-oxazolyl)methoxy]phenyl]methanol), ClC1=NC=CC=C1C#N (2-chloro-3-cyanopyridine), CN(C=O)C (N,N-dimethylformamide), [H-].[Na+] (sodium hydride). The solvent is O (Water). Conditions: temperature 80 celsius, time 1 hour. Yields the product CC1=NC(=C(C#N)C=C1)OCC1=CC=C(C=C1)OCC=1N=C(OC1C)C1=CC=CC=C1 (6-methyl-2-[4-[(5-methyl-2-phenyl-4-oxazolyl)methoxy]benzyloxy]nicotinonitrile). Isolated yield 33.0%. As a reaction SMILES: [CH3:1][C:2]1[O:6][C:5]([C:7]2[CH:12]=[CH:11][CH:10]=[CH:9][CH:8]=2)=[N:4][C:3]=1[CH2:13][O:14][C:15]1[CH:20]=[CH:19][C:18]([CH2:21][OH:22])=[CH:17][CH:16]=1.Cl[C:24]1[C:29]([C:30]#[N:31])=[CH:28][CH:27]=[CH:26][N:25]=1.[CH3:32]N(C)C=O.[H-].[Na+]>O>[CH3:32][C:26]1[CH:27]=[CH:28][C:29]([C:30]#[N:31])=[C:24]([O:22][CH2:21][C:18]2[CH:17]=[CH:16][C:15]([O:14][CH2:13][C:3]3[N:4]=[C:5]([C:7]4[CH:8]=[CH:9][CH:10]=[CH:11][CH:12]=4)[O:6][C:2]=3[CH3:1])=[CH:20][CH:19]=2)[N:25]=1 |f:3.4|. Reported procedure: To a mixture of [4-[(5-methyl-2-phenyl-4-oxazolyl)methoxy]phenyl]methanol (4.28 g), 2-chloro-3-cyanopyridine (2.10 g) and N,N-dimethylformamide (5.0 mL) was added sodium hydride (60%, oil, 0.66 g) under ice-cooling. The reaction mixture was stirred at 80° C. for 1 hr. Water was added to the reaction mixture and the mixture was extracted with ethyl acetate. The organic layer was washed with saturated brine, dried over anhydrous magnesium sulfate, and concentrated. The obtained residue was subject... The reactants are C1(=CC=CC=C1)C1=NN=C(O1)C(=O)NN (5-phenyl-1,3,4-oxadiazole-2-carbohydrazide), Cl.C(C)(=N)N (acetamidine hydrochloride), C=1(C(=CC=CC1)C)C (xylene). Reaction conditions: temperature 170 celsius, time 36 hour. Product: CC1=NC(=NN1)C=1OC(=NN1)C1=CC=CC=C1 (2-(5-methyl-1H-1,2,4-triazol-3-yl)-5-phenyl-1,3,4-oxadiazole). Isolated yield 22.5%. Reaction SMILES: [C:1]1([C:7]2[O:11][C:10]([C:12]([NH:14][NH2:15])=O)=[N:9][N:8]=2)[CH:6]=[CH:5][CH:4]=[CH:3][CH:2]=1.Cl.[C:17](N)(=[NH:19])[CH3:18].C1(C)C(C)=CC=CC=1>>[CH3:18][C:17]1[NH:15][N:14]=[C:12]([C:10]2[O:11][C:7]([C:1]3[CH:6]=[CH:5][CH:4]=[CH:3][CH:2]=3)=[N:8][N:9]=2)[N:19]=1 |f:1.2|. Procedure details: To a solution of 5-phenyl-1,3,4-oxadiazole-2-carbohydrazide (400 mg, 1.96 mmol) and acetamidine hydrochloride (573 mg, 6.07 mmol) in xylene (20 mL) NaOH (243 mg, 6.07 mmol) was added. The mixture was stirred at 170° C. for 36 h, and then the reaction was cooled to RT, washed with H2O (20 mL), extracted with 4:1 CHCl3:i-PrOH (5×50 mL), dried with MgSO4 and concentrated. The crude product was purified on a Biotage pre-packed silica gel column (MeOH:DCM 2% to 20% MeOH) to afford 2-(5-methyl-1H-1,2,... Starting materials: NCCC=1C=C2CCCC2=CC1OC (5-Aminoethyl-6-methoxyindan), COC=1C=C(C=CC1OC)CC(=O)Cl (3,4-dimethoxyphenylacetyl chloride), C([O-])(O)=O.[K+] (potassium bicarbonate). Yields the product COC=1C=C(C=CC1OC)CC(=O)NCCC=1C=C2CCCC2=CC1OC (5-(3,4-Dimethoxyphenylacetyl)aminoethyl-6-methoxyindan). Reaction SMILES: [NH2:1][CH2:2][CH2:3][C:4]1[CH:5]=[C:6]2[C:10](=[CH:11][C:12]=1[O:13][CH3:14])[CH2:9][CH2:8][CH2:7]2.[CH3:15][O:16][C:17]1[CH:18]=[C:19]([CH2:25][C:26](Cl)=[O:27])[CH:20]=[CH:21][C:22]=1[O:23][CH3:24].C(=O)(O)[O-].[K+]>>[CH3:15][O:16][C:17]1[CH:18]=[C:19]([CH2:25][C:26]([NH:1][CH2:2][CH2:3][C:4]2[CH:5]=[C:6]3[C:10](=[CH:11][C:12]=2[O:13][CH3:14])[CH2:9][CH2:8][CH2:7]3)=[O:27])[CH:20]=[CH:21][C:22]=1[O:23][CH3:24] |f:2.3|. Procedure details: 5-Aminoethyl-6-methoxyindan and 3,4-dimethoxyphenylacetyl chloride were reacted following the procedure of Example 1, except that potassium bicarbonate was used in place of triethylamine, to produce the desired product. After recrystallization from ethanol it melted at 115° C. Starting materials: C1(CCCCC1)C1=NC=C2N1C1=CC(=CC=C1NC2=O)C(=O)OCC (Ethyl 1-cyclohexyl-4-oxo-4,5-dihydroimidazo[1,5-a]-quinoxaline-8-carboxyate), C[Mg]Br (methylmagnesium bromide), C(C)OCC (diethyl ether), C(O)([O-])=O.[Na+] (sodium hydrogencarbonate), Cl (hydrochloric acid). The solvent is O (water), O1CCCC1 (tetrahydrofuran). Run at time 23 hour. The product is C1(CCCCC1)C1=NC=C2N1C1=CC(=CC=C1NC2=O)C(C)(C)O (1-Cyclohexyl-8-(1-hydroxy-1-methylethyl)imidazo[1,5-a]-quinoxalin-4 (5H)-one). RXN SMILES: [CH:1]1([C:7]2[N:11]3[C:12]4[C:17]([NH:18][C:19](=[O:20])[C:10]3=[CH:9][N:8]=2)=[CH:16][CH:15]=[C:14](C(OCC)=O)[CH:13]=4)[CH2:6][CH2:5][CH2:4][CH2:3][CH2:2]1.C[Mg]Br.Cl.[C:30](=O)([O-])O.[Na+].C([O:37][CH2:38][CH3:39])C>O1CCCC1.O>[CH:1]1([C:7]2[N:11]3[C:12]4[C:17]([NH:18][C:19](=[O:20])[C:10]3=[CH:9][N:8]=2)=[CH:16][CH:15]=[C:14]([C:38]([OH:37])([CH3:39])[CH3:30])[CH:13]=4)[CH2:2][CH2:3][CH2:4][CH2:5][CH2:6]1 |f:3.4|. Procedure: Ethyl 1-cyclohexyl-4-oxo-4,5-dihydroimidazo[1,5-a]-quinoxaline-8-carboxyate as synthesized in Example 102, 503 mg was suspended in 9 mL of tetrahydrofuran, and into the suspension 1.7 mL of 3M methylmagnesium bromide solution in diethyl ether was dropped, followed by 23 hours' stirring at room temperature under nitrogen atmosphere. The reaction liquid was poured into water, and of which pH was adjusted to 9 with diluted hydrochloric acid and saturated aqueous sodium hydrogencarbonate solution. T... Reactants: C=CCOC(=O)CCC(COCOCC)NC(=O)c1ccc(I)cc1, CCOC(C)=O, N#C[Cu]C#N, CN(C)C=O, O. The product is C=CCOC(=O)CCC(COCOCC)NC(=O)c1ccc(C#N)cc1. RXN SMILES: [CH2:1]([CH:2]=[CH2:3])[O:4][C:5]([CH2:6][CH2:7][CH:8]([CH2:9][O:10][CH2:11][O:12][CH2:13][CH3:14])[NH:15][C:16](=[O:17])[c:18]1[cH:19][cH:20][c:21]([I:24])[cH:22][cH:23]1)=[O:25].[CH3:36][CH2:37][O:38][C:39](=[O:40])[CH3:41].[Cu:26]([C:27]#[N:28])[C:29]#[N:30].[O:31]=[CH:32][N:33]([CH3:34])[CH3:35].[OH2:42]>>[CH2:1]([CH:2]=[CH2:3])[O:4][C:5]([CH2:6][CH2:7][CH:8]([CH2:9][O:10][CH2:11][O:12][CH2:13][CH3:14])[NH:15][C:16](=[O:17])[c:18]1[cH:19][cH:20][c:21]([C:27]#[N:28])[cH:22][cH:23]1)=[O:25].